Dataset: the Open Reaction Database (ORD), a public repository of structured organic reaction records. Task: describe an organic reaction: reactants, conditions, products, and yield Starting materials: CCOC(=O)c1ccc(C2CCC(NCc3ccccc3)CC2)cc1, CS(=O)(=O)c1cc(OCC2CO2)ccc1OCc1ccccc1, CCO, Cl. The product is CCOC(=O)c1ccc(C2CCC(N(Cc3ccccc3)CC(O)COc3ccc(OCc4ccccc4)c(S(C)(=O)=O)c3)CC2)cc1. As a reaction SMILES: [CH2:1]([c:2]1[cH:3][cH:4][cH:5][cH:6][cH:7]1)[NH:8][CH:9]1[CH2:10][CH2:11][CH:12]([c:15]2[cH:16][cH:17][c:18]([C:19](=[O:20])[O:21][CH2:22][CH3:23])[cH:24][cH:25]2)[CH2:13][CH2:14]1.[CH2:26]([c:27]1[cH:28][cH:29][cH:30][cH:31][cH:32]1)[O:33][c:34]1[c:35]([S:45](=[O:46])(=[O:47])[CH3:48])[cH:36][c:37]([O:40][CH2:41][CH:42]2[CH2:43][O:44]2)[cH:38][cH:39]1.[CH3:50][CH2:51][OH:52].[ClH:49]>>[CH2:1]([c:2]1[cH:3][cH:4][cH:5][cH:6][cH:7]1)[N:8]([CH:9]1[CH2:10][CH2:11][CH:12]([c:15]2[cH:16][cH:17][c:18]([C:19](=[O:20])[O:21][CH2:22][CH3:23])[cH:24][cH:25]2)[CH2:13][CH2:14]1)[CH2:43][CH:42]([CH2:41][O:40][c:37]1[cH:36][c:35]([S:45](=[O:46])(=[O:47])[CH3:48])[c:34]([O:33][CH2:26][c:27]2[cH:28][cH:29][cH:30][cH:31][cH:32]2)[cH:39][cH:38]1)[OH:44]. The reactants are COC(=O)C1CCC(COS(=O)(=O)c2ccc(C)cc2)CC1, CN(C)C=O, CCOC(C)=O, [H-], O=[N+]([O-])c1cc[nH]n1, [Na+]. Yields the product COC(=O)C1CCC(Cn2ccc([N+](=O)[O-])n2)CC1. RXN SMILES: [CH3:11][O:12][C:13](=[O:14])[CH:15]1[CH2:16][CH2:17][CH:18]([CH2:21][O:22][S:23]([c:24]2[cH:25][cH:26][c:27]([CH3:28])[cH:29][cH:30]2)(=[O:31])=[O:32])[CH2:19][CH2:20]1.[CH3:33][N:34]([CH3:35])[CH:36]=[O:37].[CH3:38][CH2:39][O:40][C:41](=[O:42])[CH3:43].[H-:9].[N+:1](=[O:2])([O-:3])[c:4]1[n:5][nH:6][cH:7][cH:8]1.[Na+:10]>>[N+:1](=[O:2])([O-:3])[c:4]1[n:5][n:6]([CH2:21][CH:18]2[CH2:17][CH2:16][CH:15]([C:13]([O:12][CH3:11])=[O:14])[CH2:20][CH2:19]2)[cH:7][cH:8]1. Procedure details: 1.46 g (0.005 mol) 2-methyl-3,4-dioxo-1,2,3,4,10,14b-hexahydro-benzo[c]pyrazino[1,2-a]pyrido[2,3-f]azepine is added cautiously to a suspension of 0.4 g LiAlH4 in 25 ml dry dioxan under nitrogen at 25° C. The reaction mixture is boiled under reflux for 2 hours, after which it is cooled to 15° C. 5 ml water is then added, and the inorganic salts are filtered off and rinsed with dioxan. The filtrate is evaporated to dryness, giving a yellow oil. Melting point maleate salt: 163°-164° C (dec.). Run at temperature 15 celsius. Reactants: maleate salt, CN1CC2N(C3=C(CC4=C2C=CC=C4)N=CC=C3)C(C1=O)=O (2-methyl-3,4-dioxo-1,2,3,4,10,14b-hexahydro-benzo[c]pyrazino[1,2-a]pyrido[2,3-f]azepine), [H-].[H-].[H-].[H-].[Li+].[Al+3] (LiAlH4), O (water). Reaction SMILES: [CH3:1][N:2]1[C:20](=O)[C:19](=O)[N:5]2[C:6]3[CH:18]=[CH:17][CH:16]=[N:15][C:7]=3[CH2:8][C:9]3[CH:14]=[CH:13][CH:12]=[CH:11][C:10]=3[CH:4]2[CH2:3]1.[H-].[H-].[H-].[H-].[Li+].[Al+3].O>O1CCOCC1>[CH3:1][N:2]1[CH2:20][CH2:19][N:5]2[C:6]3[CH:18]=[CH:17][CH:16]=[N:15][C:7]=3[CH2:8][C:9]3[CH:14]=[CH:13][CH:12]=[CH:11][C:10]=3[CH:4]2[CH2:3]1 |f:1.2.3.4.5.6|. Run in O1CCOCC1 (dioxan). Product: CN1CC2N(C3=C(CC4=C2C=CC=C4)N=CC=C3)CC1 (2-methyl-1,2,3,4,10,14b-hexahydro-benzo[c]pyrazino[1,2-a]pyrido[2,3-f]azepine). Reactants: CCN(C(C)C)C(C)C, O=C(Cl)C1CC1, ClCCl, Nc1ccc(CN(C2CCCCNC2=O)S(=O)(=O)c2ccc(Cl)cc2)cc1. Yields the product O=C(Nc1ccc(CN(C2CCCCNC2=O)S(=O)(=O)c2ccc(Cl)cc2)cc1)C1CC1. As a reaction SMILES: [CH:28]([N:29]([CH2:30][CH3:31])[CH:32]([CH3:33])[CH3:34])([CH3:35])[CH3:36].[CH:37]1([C:40](=[O:41])[Cl:42])[CH2:38][CH2:39]1.[Cl:43][CH2:44][Cl:45].[NH2:1][c:2]1[cH:3][cH:4][c:5]([CH2:6][N:7]([S:8](=[O:9])(=[O:10])[c:11]2[cH:12][cH:13][c:14]([Cl:17])[cH:15][cH:16]2)[CH:18]2[C:19](=[O:25])[NH:20][CH2:21][CH2:22][CH2:23][CH2:24]2)[cH:26][cH:27]1>>[NH:1]([c:2]1[cH:3][cH:4][c:5]([CH2:6][N:7]([S:8](=[O:9])(=[O:10])[c:11]2[cH:12][cH:13][c:14]([Cl:17])[cH:15][cH:16]2)[CH:18]2[C:19](=[O:25])[NH:20][CH2:21][CH2:22][CH2:23][CH2:24]2)[cH:26][cH:27]1)[C:40]([CH:37]1[CH2:38][CH2:39]1)=[O:41]. Reaction conditions: time 8 hour. Product: COC1=C(C=CC(=C1)C)Cl (2-chloro-5-methylphenyl methyl ether). As a reaction SMILES: [Cl:1][C:2]1[CH:7]=[CH:6][C:5]([CH3:8])=[CH:4][C:3]=1[OH:9].[CH3:10][Si](C=[N+]=[N-])(C)C>C(Cl)Cl.CO>[CH3:10][O:9][C:3]1[CH:4]=[C:5]([CH3:8])[CH:6]=[CH:7][C:2]=1[Cl:1] |f:2.3|. Reported procedure: 2-Chloro-5-methylphenol (5.0 g, 35.0 mmol) was dissolved in 50% CH2Cl2/methanol (100 mL) and trimethylsilyl diazomethane (2.0 M in hexanes, 25 mL) was added dropwise until a persistent yellow color was observed. The solution was stirred overnight. The solvent was evaporated and the crude product was purified by column chromatography (hexane/EtOAc) to afford the title compound (3.0 g, 55%) as an oil. 1H NMR (400 MHz, DMSO-d6): δ ppm 7.25 (d, 1H), 6.95 (d, 1H), 6.74 (dt, 1H), 3.81 (s, 3H), 2.28 (s... Solvent: C(Cl)Cl.CO (CH2Cl2 methanol). Isolated yield 55.0%. Starting materials: ClC1=C(C=C(C=C1)C)O (2-Chloro-5-methylphenol), C[Si](C)(C)C=[N+]=[N-] (trimethylsilyl diazomethane). Reactants: C(CCCCCCC\C=C/CCCCCCCC)(=O)O (Oleic acid), ON1C(CCC1=O)=O (N-hydroxysuccinimide), C(C)(=O)OCC (ethyl acetate), N-Hydroxysuccinimide Ester, C(CCCCCCC\C=C/CCCCCCCC)(=O)O (Oleic Acid), C1(CCCCC1)N=C=NC1CCCCC1 (dicyclohexylcarbodiimide), C(C)(=O)OCC (ethyl acetate), C(=O)(NC1CCCCC1)NC1CCCCC1 (Dicyclohexylurea). The product is C(CCCCCCC\C=C/CCCCCCCC)(=O)N[C@@H](CO)C(=O)O (Oleoyl Serine). As a reaction SMILES: [C:1]([OH:20])(=O)[CH2:2][CH2:3][CH2:4][CH2:5][CH2:6][CH2:7][CH2:8]/[CH:9]=[CH:10]\[CH2:11][CH2:12][CH2:13][CH2:14][CH2:15][CH2:16][CH2:17][CH3:18].ON1[C:26](=[O:27])CCC1=O.C1([N:35]=C=NC2CCCCC2)CCCCC1.C(NC1CCCCC1)(NC1CCCCC1)=O.[C:60]([O:63]CC)(=[O:62])[CH3:61]>>[C:1]([NH:35][C@H:61]([C:60]([OH:63])=[O:62])[CH2:26][OH:27])(=[O:20])[CH2:2][CH2:3][CH2:4][CH2:5][CH2:6][CH2:7][CH2:8]/[CH:9]=[CH:10]\[CH2:11][CH2:12][CH2:13][CH2:14][CH2:15][CH2:16][CH2:17][CH3:18]. Procedure details: N-Hydroxysuccinimide Ester of Oleic Acid. Oleic acid (2 g, 7.08 mmoles) was added to a solution of N-hydroxysuccinimide (0.814 g, 7.08 mmoles) in dry ethyl acetate (30 ml). A solution of dicyclohexylcarbodiimide (1.45 g, 7.08 mmoles) in dry ethyl acetate (2.5 ml) was then added, and the reaction mixture was left overnight at room temperature Dicyclohexylurea was filtered, and the crude material was chromatographed on silica gel (eluting with chloroform) to give 2.38 g (85%) as yellowish oil. The reactants are COc1ccc(P2(=S)SP(=S)(c3ccc(OC)cc3)S2)cc1, COc1cc(NC(=O)c2c(F)cccc2F)cc(OC)c1, Cc1ccccc1. The product is COc1cc(NC(=S)c2c(F)cccc2F)cc(OC)c1. Reaction SMILES: [CH3:1][O:2][c:3]1[cH:4][cH:5][c:6]([P:7]2(=[S:10])[S:8][P:9]([c:11]3[cH:12][cH:13][c:14]([O:15][CH3:16])[cH:17][cH:18]3)(=[S:19])[S:20]2)[cH:21][cH:22]1.[CH3:23][O:24][c:25]1[cH:26][c:27]([NH:33][C:34]([c:35]2[c:36]([F:42])[cH:37][cH:38][cH:39][c:40]2[F:41])=[O:43])[cH:28][c:29]([O:31][CH3:32])[cH:30]1.[CH3:44][c:45]1[cH:46][cH:47][cH:48][cH:49][cH:50]1>>[S:10]=[C:34]([NH:33][c:27]1[cH:26][c:25]([O:24][CH3:23])[cH:30][c:29]([O:31][CH3:32])[cH:28]1)[c:35]1[c:36]([F:42])[cH:37][cH:38][cH:39][c:40]1[F:41]. Starting materials: COc1ccc(CCCO)cc1, Cc1ccccc1, CC(C)=O, CC(Cl)OC(=O)Cl, [I-], [Na+]. The product is COc1ccc(CCCI)cc1. RXN SMILES: [CH3:1][O:2][c:3]1[cH:4][cH:5][c:6]([CH2:9][CH2:10][CH2:11][OH:12])[cH:7][cH:8]1.[CH3:22][c:23]1[cH:24][cH:25][cH:26][cH:27][cH:28]1.[CH3:29][C:30](=[O:31])[CH3:32].[Cl:15][C:16]([O:17][CH:18]([Cl:19])[CH3:20])=[O:21].[I-:14].[Na+:13]>>[CH3:1][O:2][c:3]1[cH:4][cH:5][c:6]([CH2:9][CH2:10][CH2:11][I:14])[cH:7][cH:8]1. Reactants: CCOC(=O)c1nc2ccccc2n(CSC)c1=O, ClCCl, O=S(=O)(Cl)Cl. Product: CCOC(=O)c1nc2ccccc2n(CCl)c1=O. RXN SMILES: [CH3:1][S:2][CH2:3][n:4]1[c:5](=[O:19])[c:6]([C:14](=[O:15])[O:16][CH2:17][CH3:18])[n:7][c:8]2[cH:9][cH:10][cH:11][cH:12][c:13]12.[Cl:25][CH2:26][Cl:27].[S:20]([Cl:21])(=[O:22])([Cl:23])=[O:24]>>[CH2:3]([n:4]1[c:5](=[O:19])[c:6]([C:14](=[O:15])[O:16][CH2:17][CH3:18])[n:7][c:8]2[cH:9][cH:10][cH:11][cH:12][c:13]12)[Cl:23]. Reactants: CO, CC(=O)NN, CN=C=S. Product: CNC(=S)NNC(C)=O. As a reaction SMILES: [CH3:10][OH:11].[CH3:1][C:2](=[O:3])[NH:4][NH2:5].[N:6](=[C:7]=[S:8])[CH3:9]>>[CH3:1][C:2](=[O:3])[NH:4][NH:5][C:7]([NH:6][CH3:9])=[S:8].